From a dataset of the Open Reaction Database (ORD), a public repository of structured organic reaction records. describe an organic reaction: reactants, conditions, products, and yield Reactants: CC1(C)OCC(C2OC3OC(C)(C)OC3C2OCc2ccccc2)O1, CC(=O)O. Product: CC1(C)OC2OC(C(O)CO)C(OCc3ccccc3)C2O1. As a reaction SMILES: [CH2:1]([c:2]1[cH:3][cH:4][cH:5][cH:6][cH:7]1)[O:8][CH:9]1[CH:10]([CH:19]2[O:20][C:21]([CH3:24])([CH3:25])[O:22][CH2:23]2)[O:11][CH:12]2[O:13][C:14]([CH3:17])([CH3:18])[O:15][CH:16]12.[CH3:26][C:27](=[O:28])[OH:29]>>[CH2:1]([c:2]1[cH:3][cH:4][cH:5][cH:6][cH:7]1)[O:8][CH:9]1[CH:10]([CH:19]([OH:20])[CH2:23][OH:22])[O:11][CH:12]2[O:13][C:14]([CH3:17])([CH3:18])[O:15][CH:16]12. Reactants: OC1=CC=C(OCC(=O)O)C=C1 (4-hydroxyphenoxyacetic acid), Cl (hydrogen chloride), CO (methanol). Reaction conditions: time 8 hour. The product is OC1=CC=C(OCC(=O)OC)C=C1 (methyl 4-hydroxyphenoxyacetate). Reaction SMILES: [OH:1][C:2]1[CH:12]=[CH:11][C:5]([O:6][CH2:7][C:8]([OH:10])=[O:9])=[CH:4][CH:3]=1.Cl.[CH3:14]O>>[OH:1][C:2]1[CH:3]=[CH:4][C:5]([O:6][CH2:7][C:8]([O:10][CH3:14])=[O:9])=[CH:11][CH:12]=1. Reported procedure: A solution of 4-hydroxyphenoxyacetic acid (33.6 g) in methanol was treated with hydrogen chloride gas and left to stand at ambient temperature overnight. The solvent was removed in vacuo and the residue taken up in ethyl acetate. This solution was washed sequentially with saturated sodium hydrogen carbonate solution (2×100 ml) and brine (100 ml), then dried (MGSO4) and the solvent evaporated to give methyl 4-hydroxyphenoxyacetate as a colourless crystalline mass, m.p. 112°-114° C.; NMR: 3.8 (s, ...